describe an organic reaction: reactants, conditions, products, and yield From a dataset of the Open Reaction Database (ORD), a public repository of structured organic reaction records. Starting materials: ClC1=CC=C(C=2N3C(=NC21)N(CCC3)C=3C(=NC(=NC3C)Cl)C)C(C(F)(F)F)OC(F)F (9-chloro-1-(2-chloro-4,6-dimethylpyrimidin-5-yl)-6-[1-(difluoromethoxy)-2,2,2-trifluoroethyl]-1,2,3,4-tetrahydropyrimido[1,2-a]benzimidazole), [O-]CC.[Na+] (sodium ethoxide). Solvent: C(C)O (ethanol). Run at temperature 50 celsius, time 5 hour. Product: ClC1=CC=C(C=2N3C(=NC21)N(CCC3)C=3C(=NC(=NC3C)OCC)C)C(C(F)(F)F)OC(F)F (9-Chloro-6-[1-(difluoromethoxy)-2,2,2-trifluoroethyl]-1-(2-ethoxy-4,6-dimethylpyrimidin-5-yl)-1,2,3,4-tetrahydropyrimido[1,2-a]benzimidazole). Reaction SMILES: [Cl:1][C:2]1[C:10]2[N:9]=[C:8]3[N:11]([C:15]4[C:16]([CH3:23])=[N:17][C:18](Cl)=[N:19][C:20]=4[CH3:21])[CH2:12][CH2:13][CH2:14][N:7]3[C:6]=2[C:5]([CH:24]([O:29][CH:30]([F:32])[F:31])[C:25]([F:28])([F:27])[F:26])=[CH:4][CH:3]=1.[O-:33][CH2:34][CH3:35].[Na+]>C(O)C>[Cl:1][C:2]1[C:10]2[N:9]=[C:8]3[N:11]([C:15]4[C:16]([CH3:23])=[N:17][C:18]([O:33][CH2:34][CH3:35])=[N:19][C:20]=4[CH3:21])[CH2:12][CH2:13][CH2:14][N:7]3[C:6]=2[C:5]([CH:24]([O:29][CH:30]([F:31])[F:32])[C:25]([F:27])([F:26])[F:28])=[CH:4][CH:3]=1 |f:1.2|. Reported procedure: A mixture of 9-chloro-1-(2-chloro-4,6-dimethylpyrimidin-5-yl)-6-[1-(difluoromethoxy)-2,2,2-trifluoroethyl]-1,2,3,4-tetrahydropyrimido[1,2-a]benzimidazole (142 mg, 0.286 mmol) and sodium ethoxide (20% solution in ethanol, 292 mg, 0.858 mmol) in ethanol (1.0 mL) was stirred at 50° C. for 5 hr. The mixture was concentrated in vacuo, diluted with water and extracted with ethyl acetate. The combined organic layer was washed with brine, dried over anhydrous magnesium sulfate, filtered and concentrated... Reactants: [C@@H]1(C[C@H](O)[C@@H](CO)O1)N1C=NC=2C(O)=NC=NC12 (2′-deoxyinosine), N1C(=O)NC(=O)C(C)=C1 (thymine), N1C(=O)NC=2N=CNC2C1=O (xanthine). The solvent is C(C)(=O)[O-].[NH4+] (ammonium acetate). Run at time 1 hour. Product: [C@@H]1(C[C@H](O)[C@@H](CO)O1)N1C(=O)NC(=O)C(C)=C1 (Thymidine). Isolated yield 68.0%. As a reaction SMILES: [C@@H:1]1(N2C3N=CN=C(O)C=3N=C2)[O:8][C@H:5]([CH2:6][OH:7])[C@@H:3]([OH:4])[CH2:2]1.[NH:19]1[CH:27]=[C:25]([CH3:26])[C:23](=[O:24])[NH:22][C:20]1=[O:21].N1C(=O)C2NC=NC=2NC1=O>C([O-])(=O)C.[NH4+]>[C@@H:1]1([N:19]2[CH:27]=[C:25]([CH3:26])[C:23](=[O:24])[NH:22][C:20]2=[O:21])[O:8][C@H:5]([CH2:6][OH:7])[C@@H:3]([OH:4])[CH2:2]1 |f:3.4|. Reported procedure: The assay mixture contained 2 g (wet weight) of Bacillus stearothermophilus cells, 5 mM 2′-deoxyinosine, 5 mM thymine, 20 units of xanthine oxidase (from buttermilk) in 10 ml of 50 mM ammonium acetate buffer (pH 5.5). The conversions were run at 55° C. for 1 hour. The reaction mixture was centrifuged and then filtered using an Amicon Ultrafiltration device (YM-3 membrane) and the products were separated and analyzed by HPLC (C-18 column) in 5% methanol and 5 mM phosphate buffer at pH 4.6 using a... Starting materials: C[P+](C)(C)CC#N, CCC#N, CO, CCN(C(C)C)C(C)C, [I-], N#Cc1ccc(N2CCNCC2)cc1, O=C1Nc2cc(CO)cnc2N2CCC12. The product is N#Cc1ccc(N2CCN(Cc3cnc4c(c3)NC(=O)C3CCN43)CC2)cc1. Reaction SMILES: [C:31]([CH2:32][P+:33]([CH3:34])([CH3:35])[CH3:36])#[N:37].[C:47](#[N:48])[CH2:49][CH3:50].[CH3:51][OH:52].[CH:38]([N:39]([CH2:40][CH3:41])[CH:42]([CH3:43])[CH3:44])([CH3:45])[CH3:46].[I-:30].[N:16]1([c:22]2[cH:23][cH:24][c:25]([C:26]#[N:27])[cH:28][cH:29]2)[CH2:17][CH2:18][NH:19][CH2:20][CH2:21]1.[OH:1][CH2:2][c:3]1[cH:4][c:5]2[c:10]([n:11][cH:12]1)[N:9]1[CH:8]([C:7](=[O:15])[NH:6]2)[CH2:14][CH2:13]1>>[CH2:2]([c:3]1[cH:4][c:5]2[c:10]([n:11][cH:12]1)[N:9]1[CH:8]([C:7](=[O:15])[NH:6]2)[CH2:14][CH2:13]1)[N:19]1[CH2:18][CH2:17][N:16]([c:22]2[cH:23][cH:24][c:25]([C:26]#[N:27])[cH:28][cH:29]2)[CH2:21][CH2:20]1. Starting materials: C(C)OC(CC1=CC(=CC=C1)NC(=O)C1=NC(=CC=C1)Br)=O ({3-[(6-Bromo-pyridine-2-carbonyl)-amino]-phenyl}-acetic acid ethyl ester), FC=1C=C(C=CC1)B(O)O (3-fluoro-phenylboronic acid). Yields the product C(C)OC(CC1=CC(=CC=C1)NC(=O)C1=NC(=CC=C1)C1=CC(=CC=C1)F)=O ((3-{[6-(3-Fluoro-phenyl)-pyridine-2-carbonyl]-amino}-phenyl)-acetic acid ethyl ester). RXN SMILES: [CH2:1]([O:3][C:4](=[O:22])[CH2:5][C:6]1[CH:11]=[CH:10][CH:9]=[C:8]([NH:12][C:13]([C:15]2[CH:20]=[CH:19][CH:18]=[C:17](Br)[N:16]=2)=[O:14])[CH:7]=1)[CH3:2].[F:23][C:24]1[CH:25]=[C:26](B(O)O)[CH:27]=[CH:28][CH:29]=1>>[CH2:1]([O:3][C:4](=[O:22])[CH2:5][C:6]1[CH:11]=[CH:10][CH:9]=[C:8]([NH:12][C:13]([C:15]2[CH:20]=[CH:19][CH:18]=[C:17]([C:28]3[CH:27]=[CH:26][CH:25]=[C:24]([F:23])[CH:29]=3)[N:16]=2)=[O:14])[CH:7]=1)[CH3:2]. Procedure details: The pyridyl bromide (77) (100 mg, 0.28 mmol) was coupled to 3-fluoro-phenylboronic acid (42 mg, 0.30 mmol) using Method E. The crude product was purified by column chromatography eluting with 20% EtOAc in heptane to give the title compound. The reactants are ClCCCl, CN(C)CCNc1c(F)cccc1C1SC(CC(=O)O)C(=O)N1CCC(C)(C)C, CCOC(C)=O, CCN(C(C)C)C(C)C, O=c1[nH]c2ncccc2n1C1CCNCC1, CN(C)C=O, On1nnc2ccccc21. Yields the product CN(C)CCNc1c(F)cccc1C1SC(CC(=O)N2CCC(n3c(=O)[nH]c4ncccc43)CC2)C(=O)N1CCC(C)(C)C. RXN SMILES: [CH2:46]([Cl:47])[CH2:48][Cl:49].[CH3:1][N:2]([CH2:3][CH2:4][NH:5][c:6]1[c:7]([CH:13]2[S:14][CH:15]([CH2:25][C:26](=[O:27])[OH:28])[C:16](=[O:24])[N:17]2[CH2:18][CH2:19][C:20]([CH3:21])([CH3:22])[CH3:23])[cH:8][cH:9][cH:10][c:11]1[F:12])[CH3:29].[CH3:74][CH2:75][O:76][C:77]([CH3:78])=[O:79].[CH:60]([N:61]([CH2:62][CH3:63])[CH:64]([CH3:65])[CH3:66])([CH3:67])[CH3:68].[NH:30]1[CH2:31][CH2:32][CH:33]([n:36]2[c:37](=[O:45])[nH:38][c:39]3[n:40][cH:41][cH:42][cH:43][c:44]23)[CH2:34][CH2:35]1.[O:69]=[CH:70][N:71]([CH3:72])[CH3:73].[OH:50][n:51]1[c:52]2[c:53]([cH:54][cH:55][cH:56][cH:57]2)[n:58][n:59]1>>[CH3:1][N:2]([CH2:3][CH2:4][NH:5][c:6]1[c:7]([CH:13]2[S:14][CH:15]([CH2:25][C:26](=[O:28])[N:30]3[CH2:31][CH2:32][CH:33]([n:36]4[c:37](=[O:45])[nH:38][c:39]5[n:40][cH:41][cH:42][cH:43][c:44]45)[CH2:34][CH2:35]3)[C:16](=[O:24])[N:17]2[CH2:18][CH2:19][C:20]([CH3:21])([CH3:22])[CH3:23])[cH:8][cH:9][cH:10][c:11]1[F:12])[CH3:29]. Starting materials: C=C[Sn](CCCC)(CCCC)CCCC, COC(=O)c1nc(-c2ccc(Cl)cc2)c(F)c(N)c1Cl, CC#N, Cl[Pd]Cl, c1ccc(P(c2ccccc2)c2ccccc2)cc1, c1ccc(P(c2ccccc2)c2ccccc2)cc1. Product: C=Cc1c(C(=O)OC)nc(-c2ccc(Cl)cc2)c(F)c1N. Reaction SMILES: [CH2:21]([CH2:22][CH2:34][CH3:35])[Sn:23]([CH2:24][CH2:25][CH2:26][CH3:27])([CH2:28][CH2:29][CH2:30][CH3:31])[CH:32]=[CH2:33].[CH3:1][O:2][C:3](=[O:4])[c:5]1[n:6][c:7](-[c:14]2[cH:15][cH:16][c:17]([Cl:20])[cH:18][cH:19]2)[c:8]([F:13])[c:9]([NH2:12])[c:10]1[Cl:11].[CH3:36][C:37]#[N:38].[Pd:39]([Cl:40])[Cl:41].[c:42]1([P:43]([c:44]2[cH:45][cH:46][cH:47][cH:48][cH:49]2)[c:50]2[cH:51][cH:52][cH:53][cH:54][cH:55]2)[cH:56][cH:57][cH:58][cH:59][cH:60]1.[c:61]1([P:62]([c:63]2[cH:64][cH:65][cH:66][cH:67][cH:68]2)[c:69]2[cH:70][cH:71][cH:72][cH:73][cH:74]2)[cH:75][cH:76][cH:77][cH:78][cH:79]1>>[CH3:1][O:2][C:3](=[O:4])[c:5]1[n:6][c:7](-[c:14]2[cH:15][cH:16][c:17]([Cl:20])[cH:18][cH:19]2)[c:8]([F:13])[c:9]([NH2:12])[c:10]1[CH:21]=[CH2:22].